Task: describe an organic reaction: reactants, conditions, products, and yield. Dataset: the Open Reaction Database (ORD), a public repository of structured organic reaction records Reactants: Cl.[N+](=O)([O-])C1=CC=C2CCC(CC2=C1)NCC1=CC(=CC=C1)Cl (7-nitro-2-(((3-chlorophenyl)methyl)amino)-1,2,3,4-tetrahydronaphthalene hydrochloride), CC(=O)O.O (AcOH H2O). Reagents/catalysts: [Zn] (zinc). Reaction conditions: time 5 minute. Yields the product CC(C)O.Cl (IPA HCl), NC1=CC=C2CCC(CC2=C1)NCC1=CC(=CC=C1)Cl (7-amino-2-(((3-chlorophenyl)methyl)amino)-1,2,3,4-tetrahydronaphthalene). Isolated yield 99.0%. Reaction SMILES: Cl.[N+:2]([C:5]1[CH:14]=[C:13]2[C:8]([CH2:9][CH2:10][CH:11]([NH:15][CH2:16][C:17]3[CH:22]=[CH:21][CH:20]=[C:19]([Cl:23])[CH:18]=3)[CH2:12]2)=[CH:7][CH:6]=1)([O-])=O.CC(O)=[O:26].O>[Zn]>[CH3:6][CH:5]([OH:26])[CH3:14].[ClH:23].[NH2:2][C:5]1[CH:14]=[C:13]2[C:8]([CH2:9][CH2:10][CH:11]([NH:15][CH2:16][C:17]3[CH:22]=[CH:21][CH:20]=[C:19]([Cl:23])[CH:18]=3)[CH2:12]2)=[CH:7][CH:6]=1 |f:0.1,2.3,5.6|. Procedure: To 7-nitro-2-(((3-chlorophenyl)methyl)amino)-1,2,3,4-tetrahydronaphthalene hydrochloride (1.34 g, 3.80 mmol) in 85% AcOH/H2O (75 ml) was added zinc metal (2.48 g, 38.0 mmol). The mixture was stirred for 5 min. filtered through celite, and evaporated to an oil. The oil was dumped into basic water and extracted with chcloroform (3×20 ml). The combined extracts were washed with water, dried over MgSO4, filtered and concentrated to an oil. Treatment with IPA/HCl yielded 7-amino-2-(((3-chlorophenyl)m... Starting materials: C(C)(=O)OC1CC=C(C1=O)CCC(CCCCC)OC(C)=O (5-acetoxy-2-(3-acetoxyoctyl)cyclopent-2-enone), CC(C#N)(O)C (acetone cyanohydrin), C([O-])([O-])=O.[Na+].[Na+] (sodium carbonate). Solvent: CO (methanol). Product: C(C)(=O)OC(CCC1C(C(CC1C#N)O)=O)CCCCC (2-(3-acetoxyoctyl)-3-cyano-5-hydroxycyclopentanone). Yield: 96.9%. Reaction SMILES: C([O:4][CH:5]1[C:9](=[O:10])[C:8]([CH2:11][CH2:12][CH:13]([O:19][C:20](=[O:22])[CH3:21])[CH2:14][CH2:15][CH2:16][CH2:17][CH3:18])=[CH:7][CH2:6]1)(=O)C.CC(C)(O)[C:25]#[N:26].C(=O)([O-])[O-].[Na+].[Na+]>CO>[C:20]([O:19][CH:13]([CH2:14][CH2:15][CH2:16][CH2:17][CH3:18])[CH2:12][CH2:11][CH:8]1[CH:7]([C:25]#[N:26])[CH2:6][CH:5]([OH:4])[C:9]1=[O:10])(=[O:22])[CH3:21] |f:2.3.4|. Procedure details: 5-Acetoxy-2-(3-acetoxyoctyl)cyclopent-2-enone (15.5 g.) [prepared as described in (h) above], acetone cyanohydrin (6.0 g.), aqueous sodium carbonate solution (10.0% w/v; 5 ml.) and methanol (75 ml.) were stirred together and heated at reflux for 4 hours. Methanol was removed in vacuo, water (50 ml.) was added and the mixture extracted with diethyl ether. The ethereal extract was washed with water, dried with magnesium sulphate and evaporated in vacuo to give 2-(3-acetoxyoctyl)-3-cyano-5-hydroxyc...